This data is from the Open Reaction Database (ORD), a public repository of structured organic reaction records. The task is: describe an organic reaction: reactants, conditions, products, and yield The reactants are ClC=1C2=C(N=CN1)N(C=C2)CC2=NC1=C(N2C2=CC=CC=C2)C=CC=C1 (4-chloro-7-(1-phenyl-1H-benzoimidazol-2-ylmethyl)-7H-pyrrolo[2,3-d]-pyrimidine), [NH4+].[OH-] (NH4OH). Solvent: CO (MeOH). Product: C1(=CC=CC=C1)N1C(=NC2=C1C=CC=C2)CN2C=CC1=C2N=CN=C1N (7-((1-phenyl-1H-benzo[d]imidazol-2-yl)methyl)-7H-pyrrolo[2,3-d]pyrimidin-4-amine). Yield: 22.0%. As a reaction SMILES: Cl[C:2]1[C:3]2[CH:10]=[CH:9][N:8]([CH2:11][C:12]3[N:16]([C:17]4[CH:22]=[CH:21][CH:20]=[CH:19][CH:18]=4)[C:15]4[CH:23]=[CH:24][CH:25]=[CH:26][C:14]=4[N:13]=3)[C:4]=2[N:5]=[CH:6][N:7]=1.[NH4+:27].[OH-]>CO>[C:17]1([N:16]2[C:15]3[CH:23]=[CH:24][CH:25]=[CH:26][C:14]=3[N:13]=[C:12]2[CH2:11][N:8]2[C:4]3[N:5]=[CH:6][N:7]=[C:2]([NH2:27])[C:3]=3[CH:10]=[CH:9]2)[CH:18]=[CH:19][CH:20]=[CH:21][CH:22]=1 |f:1.2|. Reported procedure: A solution of 4-chloro-7-(1-phenyl-1H-benzoimidazol-2-ylmethyl)-7H-pyrrolo[2,3-d]-pyrimidine (1.0 g, 2.7 mmol) in NH4OH (5 mL) and MeOH (10 mL) was stirred at 90° C. in a sealed tube overnight. Then the mixture was concentrated in vacuo. The residue was purified by P-TLC to give 139 (0.2 g, yield 22%) as a white solid. LCMS (ESI), M+H+=339.14. 1HNMR (400 MHz, CDCl3) δ 5.505 (s, 1H), 6.503 (s, 1H), 6.936 (s, 2H), 7.031 (s, 1H), 7.205-7.209 (q, J=1.6 Hz, 1H), 7.219-7.228 (m, 2H), 7.490-7.540 (m, 5... The reactants are O=C(O)c1ccc(Br)s1, C1COCCO1, COc1c(B2OC(C)(C)C(C)(C)O2)cc(C)cc1[N+](=O)[O-], [Na+], [Na+], O=C([O-])[O-], O, c1ccc(P(c2ccccc2)(c2ccccc2)[Pd](P(c2ccccc2)(c2ccccc2)c2ccccc2)(P(c2ccccc2)(c2ccccc2)c2ccccc2)P(c2ccccc2)(c2ccccc2)c2ccccc2)cc1. The product is COc1c(-c2ccc(C(=O)O)s2)cc(C)cc1[N+](=O)[O-]. As a reaction SMILES: [Br:22][c:23]1[cH:24][cH:25][c:26]([C:28](=[O:29])[OH:30])[s:27]1.[CH2:37]1[O:38][CH2:39][CH2:40][O:41][CH2:42]1.[CH3:1][O:2][c:3]1[c:4]([B:13]2[O:14][C:15]([CH3:16])([CH3:17])[C:18]([CH3:19])([CH3:20])[O:21]2)[cH:5][c:6]([CH3:12])[cH:7][c:8]1[N+:9](=[O:10])[O-:11].[Na+:31].[Na+:32].[O-:33][C:34](=[O:35])[O-:36].[OH2:43].[cH:44]1[cH:45][cH:46][c:47]([P:48]([Pd:49]([P:50]([c:51]2[cH:52][cH:53][cH:54][cH:55][cH:56]2)([c:57]2[cH:58][cH:59][cH:60][cH:61][cH:62]2)[c:63]2[cH:64][cH:65][cH:66][cH:67][cH:68]2)([P:69]([c:70]2[cH:71][cH:72][cH:73][cH:74][cH:75]2)([c:76]2[cH:77][cH:78][cH:79][cH:80][cH:81]2)[c:82]2[cH:83][cH:84][cH:85][cH:86][cH:87]2)[P:88]([c:89]2[cH:90][cH:91][cH:92][cH:93][cH:94]2)([c:95]2[cH:96][cH:97][cH:98][cH:99][cH:100]2)[c:101]2[cH:102][cH:103][cH:104][cH:105][cH:106]2)([c:107]2[cH:108][cH:109][cH:110][cH:111][cH:112]2)[c:113]2[cH:114][cH:115][cH:116][cH:117][cH:118]2)[cH:119][cH:120]1>>[CH3:1][O:2][c:3]1[c:4](-[c:23]2[cH:24][cH:25][c:26]([C:28](=[O:29])[OH:30])[s:27]2)[cH:5][c:6]([CH3:12])[cH:7][c:8]1[N+:9](=[O:10])[O-:11]. Reactants: CCOC(=O)CC#N, CS(C)=O, Nc1cc(Cl)c(I)cc1[N+](=O)[O-]. Product: CCOC(=O)C(C#N)c1cc(N)c([N+](=O)[O-])cc1I. As a reaction SMILES: [C:13](#[N:14])[CH2:15][C:16](=[O:17])[O:18][CH2:19][CH3:20].[CH3:21][S:22]([CH3:23])=[O:24].[Cl:1][c:2]1[c:3]([I:12])[cH:4][c:5]([N+:9](=[O:10])[O-:11])[c:6]([NH2:8])[cH:7]1>>[c:2]1([CH:15]([C:13]#[N:14])[C:16](=[O:17])[O:18][CH2:19][CH3:20])[c:3]([I:12])[cH:4][c:5]([N+:9](=[O:10])[O-:11])[c:6]([NH2:8])[cH:7]1. Starting materials: CCOc1cc(C(C)(C)C)ccc1C1=NC(C)(c2ccc(Cl)cc2)C(C)(c2ccc(Cl)cc2)N1C(=O)Cl, CC(=O)N1CCNCC1. Yields the product CCOc1cc(C(C)(C)C)ccc1C1=NC(C)(c2ccc(Cl)cc2)C(C)(c2ccc(Cl)cc2)N1C(=O)N1CCN(C(C)=O)CC1. Reaction SMILES: [C:1]([CH3:2])([CH3:3])([CH3:4])[c:5]1[cH:6][c:7]([O:35][CH2:36][CH3:37])[c:8]([C:11]2=[N:15][C:14]([CH3:16])([c:17]3[cH:18][cH:19][c:20]([Cl:23])[cH:21][cH:22]3)[C:13]([CH3:24])([c:25]3[cH:26][cH:27][c:28]([Cl:31])[cH:29][cH:30]3)[N:12]2[C:32](=[O:33])[Cl:34])[cH:9][cH:10]1.[C:38]([CH3:39])(=[O:40])[N:41]1[CH2:42][CH2:43][NH:44][CH2:45][CH2:46]1>>[C:1]([CH3:2])([CH3:3])([CH3:4])[c:5]1[cH:6][c:7]([O:35][CH2:36][CH3:37])[c:8]([C:11]2=[N:15][C:14]([CH3:16])([c:17]3[cH:18][cH:19][c:20]([Cl:23])[cH:21][cH:22]3)[C:13]([CH3:24])([c:25]3[cH:26][cH:27][c:28]([Cl:31])[cH:29][cH:30]3)[N:12]2[C:32](=[O:33])[N:44]2[CH2:43][CH2:42][N:41]([C:38]([CH3:39])=[O:40])[CH2:46][CH2:45]2)[cH:9][cH:10]1. The reactants are COC(=O)C=1NC2=CC=CC=C2C1CCCC(=O)OC (3-(3-methoxycarbonyl-propyl)-1H-indole-2-carboxylic acid methyl ester), BrCC1=CC=CC2=CC=CC=C12 (1-bromomethyl-naphthalene). Yields the product C(=O)(O)CCCC1=C(N(C2=CC=CC=C12)CC1=CC=CC2=CC=CC=C12)C(=O)O (3-(3-Carboxy-propyl)-1-naphthalen-1-ylmethyl-1H-indole-2-carboxylic acid). RXN SMILES: C[O:2][C:3]([C:5]1[NH:6][C:7]2[C:12]([C:13]=1[CH2:14][CH2:15][CH2:16][C:17]([O:19]C)=[O:18])=[CH:11][CH:10]=[CH:9][CH:8]=2)=[O:4].Br[CH2:22][C:23]1[C:32]2[C:27](=[CH:28][CH:29]=[CH:30][CH:31]=2)[CH:26]=[CH:25][CH:24]=1>>[C:17]([CH2:16][CH2:15][CH2:14][C:13]1[C:12]2[C:7](=[CH:8][CH:9]=[CH:10][CH:11]=2)[N:6]([CH2:22][C:23]2[C:32]3[C:27](=[CH:28][CH:29]=[CH:30][CH:31]=3)[CH:26]=[CH:25][CH:24]=2)[C:5]=1[C:3]([OH:2])=[O:4])([OH:19])=[O:18]. Procedure: 3-(3-Carboxy-propyl)-1H-indole-2-carboxylic acid (Lit. 3) was esterified using HCl/MeOH to give the 3-(3-methoxycarbonyl-propyl)-1H-indole-2-carboxylic acid methyl ester. Using general procedure B, 3-(3-methoxycarbonyl-propyl)-1H-indole-2-carboxylic acid methyl ester was coupled with 1-bromomethyl-naphthalene and the product obtained was hydrolyzed to give the title compound as a white solid. MS: 386.3 ([M−H]−). Reactants: OC1=C(C=CC2=CC=CC=C12)C(=O)O (1-hydroxy-naphthalene-2-carboxylic acid), C([O-])([O-])=O.[K+].[K+] (potassium carbonate), S(=O)(=O)(OC)OC (dimethyl sulfate). The solvent is C(C)(=O)OCC (ethyl acetate), CC(=O)C (acetone). Product: COC1=C(C=CC2=CC=CC=C12)C(=O)OC (Methyl 1-methoxy-naphthalene-2-carboxylate). The yield is 90.4%. Reaction SMILES: [OH:1][C:2]1[C:11]2[C:6](=[CH:7][CH:8]=[CH:9][CH:10]=2)[CH:5]=[CH:4][C:3]=1[C:12]([OH:14])=O.[C:15](=O)([O-])[O-].[K+].[K+].S([O:26][CH3:27])(OC)(=O)=O>CC(C)=O.C(OCC)(=O)C>[CH3:15][O:1][C:2]1[C:11]2[C:6](=[CH:7][CH:8]=[CH:9][CH:10]=2)[CH:5]=[CH:4][C:3]=1[C:12]([O:26][CH3:27])=[O:14] |f:1.2.3|. Procedure details: To a solution of 1-hydroxy-naphthalene-2-carboxylic acid (5 g, 26.6 mmol) in acetone (100 mL) was added potassium carbonate (11 g, 79.72 mmol) followed by dimethyl sulfate (7.38 g, 58.46 mmol). The reaction mixture was refluxed overnight and then diluted with ethyl acetate (200 mL) and washed with water. The organic layer was dried (MgSO4), and the solvent was removed to give an oil (5.2 g): 1H NMR (CDCl3) δ 3.98 (s, 3H, CH3), 4.06 (s, 3H, CH3), 7.59 (m, 3H, Ar—H), 7.85 (m, 2H, Ar—H), 8.25 (m, 1... Reactants: C(CCC)C1=CC=C(C=C1)C#CC1=CC=C(CN(C=2C=CC(=C(C(=O)OC)C2)F)CC2CC2)C=C1 (methyl 5-[{4-[(4-butylphenyl)ethynyl]benzyl}(cyclopropylmethyl)amino]-2-fluorobenzoate), CO[2H] (MeOD). The product is C(CCC)C1=CC=C(C=C1)C#CC1=CC=C(CN(C=2C=CC(=C(C(=O)O)C2)F)CC2CC2)C=C1 (5-[{4-[(4-butylphenyl)ethynyl]benzyl}(cyclopropylmethyl)amino]-2-fluorobenzoic acid). RXN SMILES: [CH2:1]([C:5]1[CH:10]=[CH:9][C:8]([C:11]#[C:12][C:13]2[CH:35]=[CH:34][C:16]([CH2:17][N:18]([CH2:30][CH:31]3[CH2:33][CH2:32]3)[C:19]3[CH:20]=[CH:21][C:22]([F:29])=[C:23]([CH:28]=3)[C:24]([O:26]C)=[O:25])=[CH:15][CH:14]=2)=[CH:7][CH:6]=1)[CH2:2][CH2:3][CH3:4].CO[2H]>>[CH2:1]([C:5]1[CH:6]=[CH:7][C:8]([C:11]#[C:12][C:13]2[CH:35]=[CH:34][C:16]([CH2:17][N:18]([CH2:30][CH:31]3[CH2:32][CH2:33]3)[C:19]3[CH:20]=[CH:21][C:22]([F:29])=[C:23]([CH:28]=3)[C:24]([OH:26])=[O:25])=[CH:15][CH:14]=2)=[CH:9][CH:10]=1)[CH2:2][CH2:3][CH3:4]. Procedure details: The title compound was prepared following procedure described in example 36, step c) from methyl 5-[{4-[(4-butylphenyl)ethynyl]benzyl}(cyclopropylmethyl)amino]-2-fluorobenzoate (200 mg; 0.43 mmol) and obtained quantitatively (200 mg) as a white powder. HPLC, Rt: 5.45 min (purity: 97.7%), LC/MS, M−(ESI): 454.1, 1H M (MeOD) δ: 7.24-7.42 (m, 5H), 7.22 (d, J=7.9 Hz, 2H), 7.15 (d, J=7.7 Hz, 2H), 7.01 (d, J=7.9 Hz, 2H), 4.64 (s, 2H), 3.36 (d, J=6.4 Hz, 2H), 2.59 (t, J=7.9 Hz, 2H), 1.57 (m, 2H), 1.34 (...